Dataset: the Open Reaction Database (ORD), a public repository of structured organic reaction records. Task: describe an organic reaction: reactants, conditions, products, and yield The reactants are OC1(CCC(CC1)N1CC(C1)NC(=O)CNC(C1=CC(=CC=C1)C(F)(F)F)=O)C1=CN=C(S1)S(=O)(=O)C (N-({1-[4-Hydroxy-4-(2-methanesulfonyl-thiazol-5-yl)-cyclohexyl]-azetidin-3-ylcarbamoyl}-methyl)-3-trifluoromethyl-benzamide), 47a, C[O-].[Na+] (NaOMe). The solvent is CN(C)C=O (DMF). Yields the product OC1(CCC(CC1)N1CC(C1)NC(=O)CNC(C1=CC(=CC=C1)C(F)(F)F)=O)C1=CN=C(S1)OC (N-({1-[4-Hydroxy-4-(2-methoxy-thiazol-5-yl)-cyclohexyl]-azetidin-3-ylcarbamoyl}-methyl)-3-trifluoromethyl-benzamide). Reaction SMILES: [OH:1][C:2]1([C:29]2[S:33][C:32](S(C)(=O)=O)=[N:31][CH:30]=2)[CH2:7][CH2:6][CH:5]([N:8]2[CH2:11][CH:10]([NH:12][C:13]([CH2:15][NH:16][C:17](=[O:28])[C:18]3[CH:23]=[CH:22][CH:21]=[C:20]([C:24]([F:27])([F:26])[F:25])[CH:19]=3)=[O:14])[CH2:9]2)[CH2:4][CH2:3]1.[CH3:38][O-:39].[Na+]>CN(C=O)C>[OH:1][C:2]1([C:29]2[S:33][C:32]([O:39][CH3:38])=[N:31][CH:30]=2)[CH2:3][CH2:4][CH:5]([N:8]2[CH2:9][CH:10]([NH:12][C:13]([CH2:15][NH:16][C:17](=[O:28])[C:18]3[CH:23]=[CH:22][CH:21]=[C:20]([C:24]([F:27])([F:26])[F:25])[CH:19]=3)=[O:14])[CH2:11]2)[CH2:6][CH2:7]1 |f:1.2|. Procedure details: A solution of N-({1-[4-Hydroxy-4-(2-methanesulfonyl-thiazol-5-yl)-cyclohexyl]-azetidin-3-ylcarbamoyl}-methyl)-3-trifluoromethyl-benzamide (less polar isomer, 47a, 100 mg, 0.18 mmol) was treated with NaOMe (Aldrich, 0.5 M in MeOH, 1 mL) in DMF (1 mL) at 80° C. for 4 hours. The crude solution was directly purified by a CombiFlash® system using ethyl acetate and 7N NH3 in MeOH as eluent (from pure ethyl acetate to 5% 7N NH3 in MeOH in ethyl acetate) to afford the title compound as a white solid. Starting materials: FC1=C(C=CC(=C1)C1OC(C(O1)(C)C)(C)C)C1=CC=2OCCNC2N=C1 (7-(2-fluoro-4-(4,4,5,5-tetramethyl-1,3-dioxolan-2-yl)phenyl)-3,4-dihydro-2H-pyrido[3,2-b][1,4]oxazine), BrC1=C(C=CC=C1)S(=O)(=O)N1CCC(CC1)N (1-((2-bromophenyl)sulfonyl)piperidin-4-amine). Yields the product O1C2=C(NCC1)N=CC(=C2)C2=C(C=C(C=C2)C2=C(C=CC=C2)S(=O)(=O)N2CCC(CC2)N)F (1-{[4′-(3,4-Dihydro-2H-pyrido[3,2-b][1,4]oxazin-7-yl)-3′-fluorobiphenyl-2-yl]sulfonyl}piperidin-4-amine). Reaction SMILES: [F:1][C:2]1[CH:7]=[C:6]([CH:8]2OC(C)(C)C(C)(C)O2)[CH:5]=[CH:4][C:3]=1[C:17]1[CH:26]=[N:25][C:24]2[NH:23][CH2:22][CH2:21][O:20][C:19]=2[CH:18]=1.Br[C:28]1[CH:33]=[CH:32][CH:31]=C[C:29]=1[S:34]([N:37]1[CH2:42][CH2:41][CH:40]([NH2:43])[CH2:39][CH2:38]1)(=[O:36])=[O:35]>>[O:20]1[CH2:21][CH2:22][NH:23][C:24]2[N:25]=[CH:26][C:17]([C:3]3[CH:4]=[CH:5][C:6]([C:8]4[CH:31]=[CH:32][CH:33]=[CH:28][C:29]=4[S:34]([N:37]4[CH2:42][CH2:41][CH:40]([NH2:43])[CH2:39][CH2:38]4)(=[O:36])=[O:35])=[CH:7][C:2]=3[F:1])=[CH:18][C:19]1=2. Procedure details: The title compound was prepared in a manner similar to that described in Example 444 using 7-(2-fluoro-4-(4,4,5,5-tetramethyl-1,3-dioxolan-2-yl)phenyl)-3,4-dihydro-2H-pyrido[3,2-b][1,4]oxazine and 1-((2-bromophenyl)sulfonyl)piperidin-4-amine. MS (ESI): mass calcd. for C24H25FN4O3S, 468.16; m/z found, 469.1 [M+H]+. 1H NMR (400 MHz, CD3OD) δ 8.09-8.05 (m, 1H), 7.83 (d, J=1.1, 1H), 7.75-7.68 (m, 2H), 7.66-7.55 (m, 2H), 7.43-7.39 (m, 1H), 7.34-7.26 (m, 2H), 4.39-4.35 (m, 2H), 3.76-3.68 (m, 2H), 3.47...